From a dataset of the Open Reaction Database (ORD), a public repository of structured organic reaction records. describe an organic reaction: reactants, conditions, products, and yield Run in CO (methanol), Cl (HCl). The product is C(C1=CC=CC=C1)NC1=NC=CC(=N1)C1=NNC2=NC(=NC=C21)NC2CCC(CC2)N (N-[3-(2-benzylamino-pyrimidin-4-yl)-1H-pyrazolo[3,4-d]pyrimidin-6-yl]-cyclohexane-1,4-diamine). As a reaction SMILES: C(OC(=O)[NH:7][CH:8]1[CH2:13][CH2:12][CH:11]([NH:14][C:15]2[N:20]=[C:19]3[NH:21][N:22]=[C:23]([C:24]4[CH:29]=[CH:28][N:27]=[C:26]([NH:30][CH2:31][C:32]5[CH:37]=[CH:36][CH:35]=[CH:34][CH:33]=5)[N:25]=4)[C:18]3=[CH:17][N:16]=2)[CH2:10][CH2:9]1)(C)(C)C>CO.Cl>[CH2:31]([NH:30][C:26]1[N:25]=[C:24]([C:23]2[C:18]3[C:19](=[N:20][C:15]([NH:14][CH:11]4[CH2:12][CH2:13][CH:8]([NH2:7])[CH2:9][CH2:10]4)=[N:16][CH:17]=3)[NH:21][N:22]=2)[CH:29]=[CH:28][N:27]=1)[C:32]1[CH:37]=[CH:36][CH:35]=[CH:34][CH:33]=1. Procedure details: To a solution of {4-[3-(2-benzylamino-pyrimidin-4-yl)-1H-pyrazolo[3,4-d]pyrimidin-6-ylamino]-cyclohexyl}-carbamic acid tert-butyl ester (22 mg, 0.043 mmol) in methanol (30 mL) was bubbled in HCl (gas) for 3 hours at room temperature. The mixture was then concentrated by evaporation to afford N-[3-(2-benzylamino-pyrimidin-4-yl)-1H-pyrazolo[3,4-d]pyrimidin-6-yl]-cyclohexane-1,4-diamine; hydrochloride. (Yield 20 mg, 90.9%). The reactants are C(C)(C)(C)OC(NC1CCC(CC1)NC1=NC=C2C(=N1)NN=C2C2=NC(=NC=C2)NCC2=CC=CC=C2)=O ({4-[3-(2-benzylamino-pyrimidin-4-yl)-1H-pyrazolo[3,4-d]pyrimidin-6-ylamino]-cyclohexyl}-carbamic acid tert-butyl ester). Starting materials: COC(=O)C1C(=O)CCN(Cc2ccccc2)C1=O, O=C(O)C(=O)O. Product: O=C1CCN(Cc2ccccc2)C(=O)C1. Reaction SMILES: [CH2:1]([c:2]1[cH:3][cH:4][cH:5][cH:6][cH:7]1)[N:8]1[C:9](=[O:19])[CH:10]([C:15]([O:16][CH3:17])=[O:18])[C:11](=[O:14])[CH2:12][CH2:13]1.[OH:20][C:21]([C:22](=[O:23])[OH:24])=[O:25]>>[CH2:1]([c:2]1[cH:3][cH:4][cH:5][cH:6][cH:7]1)[N:8]1[C:9](=[O:19])[CH2:10][C:11](=[O:14])[CH2:12][CH2:13]1. The reactants are O=S1(N(C(C2=C1C=CC=C2)=O)CC(=CC#N)C)=O (3-(2,3-dihydro-1,1-dioxido-3-oxo-1,2-benzisothiazol-2-yl)-1-cyano-2-methylprop-1-ene). The reagents and catalysts are [Pd] (palladium). Run in C(C)O (ethanol), CN(C=O)C (dimethylformamide). Reaction conditions: time 12 hour. The product is O=S1(N(C(C2=C1C=CC=C2)=O)CC(CC#N)C)=O (3-(2,3-dihydro-1,1-dioxido-3-oxo-1,2-benzisothiazol-2-yl)-1-cyano-2-methylpropane). Isolated yield 47.8%. RXN SMILES: [O:1]=[S:2]1(=[O:18])[C:6]2[CH:7]=[CH:8][CH:9]=[CH:10][C:5]=2[C:4](=[O:11])[N:3]1[CH2:12][C:13]([CH3:17])=[CH:14][C:15]#[N:16]>C(O)C.CN(C)C=O.[Pd]>[O:1]=[S:2]1(=[O:18])[C:6]2[CH:7]=[CH:8][CH:9]=[CH:10][C:5]=2[C:4](=[O:11])[N:3]1[CH2:12][CH:13]([CH3:17])[CH2:14][C:15]#[N:16]. Reported procedure: 10.0 g (38 millimoles) of 3-(2,3-dihydro-1,1-dioxido-3-oxo-1,2-benzisothiazol-2-yl)-1-cyano-2-methylprop-1-ene (Example 1) were dissolved in 200 ml of ethanol and 100 ml of dimethylformamide, 1 g of palladium on active carbon (10%) was added and hydrogenation was carried out for 12 hours at room temperature and under atmospheric pressure. The mixture was filtered, the filtrate was evaporated down under reduced pressure and the resulting greenish oil was purified by column chromatography (silica ...